Task: describe an organic reaction: reactants, conditions, products, and yield. Dataset: the Open Reaction Database (ORD), a public repository of structured organic reaction records Starting materials: COC(CC(C)=O)=O (3-oxo-butyric acid methyl ester), R3—(CH2)m—NH2, FC(CCN)(F)F (3,3,3-trifluoro-N-propylamine), BrCC(=O)C1=C(C=CC(=C1)OC)OC (2-bromo-1-(2,5-dimethoxy-phenyl)-ethanone), FC=1C=C(CCN)C=CC1 (3-fluoro-phenethylamine). The product is FC(CCNC(=O)C1=C(N(C(=C1)C1=C(C=CC(=C1)OC)OC)CCC1=CC(=CC=C1)F)C)(F)F (5-(2,5-Dimethoxy-phenyl)-1-[2-(3-fluoro-phenyl)-ethyl]-2-methyl-1H-pyrrole-3-carboxylic acid (3,3,3-trifluoro-propyl)-amide). As a reaction SMILES: C[O:2][C:3](=O)[CH2:4][C:5](=O)[CH3:6].Br[CH2:10][C:11]([C:13]1[CH:18]=[C:17]([O:19][CH3:20])[CH:16]=[CH:15][C:14]=1[O:21][CH3:22])=O.[F:23][C:24]1[CH:25]=[C:26]([CH:30]=[CH:31][CH:32]=1)[CH2:27][CH2:28][NH2:29].[F:33][C:34]([F:39])([F:38])[CH2:35][CH2:36][NH2:37]>>[F:33][C:34]([F:39])([F:38])[CH2:35][CH2:36][NH:37][C:3]([C:4]1[CH:10]=[C:11]([C:13]2[CH:18]=[C:17]([O:19][CH3:20])[CH:16]=[CH:15][C:14]=2[O:21][CH3:22])[N:29]([CH2:28][CH2:27][C:26]2[CH:30]=[CH:31][CH:32]=[C:24]([F:23])[CH:25]=2)[C:5]=1[CH3:6])=[O:2]. Procedure details: The title compound was synthesized in analogy to Example 68, using 3-oxo-butyric acid methyl ester as compound of formula R, 2-bromo-1-(2,5-dimethoxy-phenyl)-ethanone as compound of formula S, 3-fluoro-phenethylamine as R3—(CH2)m—NH2 and 3,3,3-trifluoro-N-propylamine as R1R2NH, MS (ISP) 479.2 (M+H)+.